This data is from the Open Reaction Database (ORD), a public repository of structured organic reaction records. The task is: describe an organic reaction: reactants, conditions, products, and yield The reactants are S1C(=CC=C1)C=1OC=C(N1)CO (2-(2-thienyl)-4-oxazolylmethanol), ClC1=NC=C(C=C1)CCCN1C=NC=C1 (2-chloro-5-[3-(1-imidazolyl)propyl]pyridine). Yields the product N1(C=NC=C1)CCCC=1C=CC(=NC1)OCC=1N=C(OC1)C=1SC=CC1 (5-[3-(1-imidazolyl)propyl]-2-[2-(2-thienyl)-4-oxazolylmethoxy]pyridine). Isolated yield 67.0%. RXN SMILES: [S:1]1[CH:5]=[CH:4][CH:3]=[C:2]1[C:6]1[O:7][CH:8]=[C:9]([CH2:11][OH:12])[N:10]=1.Cl[C:14]1[CH:19]=[CH:18][C:17]([CH2:20][CH2:21][CH2:22][N:23]2[CH:27]=[CH:26][N:25]=[CH:24]2)=[CH:16][N:15]=1>>[N:23]1([CH2:22][CH2:21][CH2:20][C:17]2[CH:18]=[CH:19][C:14]([O:12][CH2:11][C:9]3[N:10]=[C:6]([C:2]4[S:1][CH:5]=[CH:4][CH:3]=4)[O:7][CH:8]=3)=[N:15][CH:16]=2)[CH:27]=[CH:26][N:25]=[CH:24]1. Procedure details: In substantially the same manner as in Working Example 125, 2-(2-thienyl)-4-oxazolylmethanol was allowed to react with 2-chloro-5-[3-(1-imidazolyl)propyl]pyridine to give 5-[3-(1-imidazolyl)propyl]-2-[2-(2-thienyl)-4-oxazolylmethoxy]pyridine. The yield was 67%. Recrystallization from ethyl acetate-hexane gave brown prisms, mp 86-87° C. Starting materials: CN(C(C1=CC(=C(C=C1)Cl)S(N)(=O)=O)=O)CC=1OC=CC1 (4-chloro-3-sulfamoylbenzoic acid-N-methyl-2-furylmethylamide), CN1CCNCC1 (N-methylpiperazine), Cl (HCl). Solvent: O (water). Reaction conditions: time 3 day. Product: CN(C(C1=CC(=C(C=C1)N1CCN(CC1)C)S(N)(=O)=O)=O)CC=1OC=CC1 (4-(4-Methylpiperazine-1-yl)-3-sulfamoylbenzoic acid-N-methyl-2-furylmethylamide). As a reaction SMILES: [CH3:1][N:2]([CH2:16][C:17]1[O:18][CH:19]=[CH:20][CH:21]=1)[C:3](=[O:15])[C:4]1[CH:9]=[CH:8][C:7](Cl)=[C:6]([S:11](=[O:14])(=[O:13])[NH2:12])[CH:5]=1.[CH3:22][N:23]1[CH2:28][CH2:27][NH:26][CH2:25][CH2:24]1.Cl>O>[CH3:1][N:2]([CH2:16][C:17]1[O:18][CH:19]=[CH:20][CH:21]=1)[C:3](=[O:15])[C:4]1[CH:9]=[CH:8][C:7]([N:26]2[CH2:27][CH2:28][N:23]([CH3:22])[CH2:24][CH2:25]2)=[C:6]([S:11](=[O:14])(=[O:13])[NH2:12])[CH:5]=1. Procedure details: 103 Grams of 4-chloro-3-sulfamoylbenzoic acid-N-methyl-2-furylmethylamide (0.3 mole) were heated under reflux with 0.3 l of N-methylpiperazine for 5 hours. After the reaction solution had been poured into 2 l of water, the pH value of the mixture was adjusted to 8.0 with 5N HCl. After standing at room temperature for 3 days, the separated yellow resin had crystallized. The reaction product was suction-filtered, washed thoroughly with water and was recrystallized from a mixture of methanol and wa... Starting materials: BrC1=C(C(=NC2=CC(=CC(=C12)F)F)N1CC(N(CC1)CC)=O)C (4-(4-bromo-5,7-difluoro-3-methylquinolin-2-yl)-1-ethylpiperazin-2-one), O1CCN(CC1)C=1C=C(C=NC1)N (5-morpholinopyridin-3-amine). Solvent: C1(=CC=CC=C1)C (toluene). Product: FC1=C2C(=C(C(=NC2=CC(=C1)F)N1CC(N(CC1)CC)=O)C)NC=1C=NC=C(C1)N1CCOCC1 (4-(5,7-difluoro-3-methyl-4-((5-(4-morpholinyl)-3-pyridinyl)amino)-2-quinolinyl)-1-ethyl-2-piperazinone). RXN SMILES: Br[C:2]1[C:11]2[C:6](=[CH:7][C:8]([F:13])=[CH:9][C:10]=2[F:12])[N:5]=[C:4]([N:14]2[CH2:19][CH2:18][N:17]([CH2:20][CH3:21])[C:16](=[O:22])[CH2:15]2)[C:3]=1[CH3:23].[O:24]1[CH2:29][CH2:28][N:27]([C:30]2[CH:31]=[C:32]([NH2:36])[CH:33]=[N:34][CH:35]=2)[CH2:26][CH2:25]1>C1(C)C=CC=CC=1>[F:12][C:10]1[CH:9]=[C:8]([F:13])[CH:7]=[C:6]2[C:11]=1[C:2]([NH:36][C:32]1[CH:33]=[N:34][CH:35]=[C:30]([N:27]3[CH2:28][CH2:29][O:24][CH2:25][CH2:26]3)[CH:31]=1)=[C:3]([CH3:23])[C:4]([N:14]1[CH2:19][CH2:18][N:17]([CH2:20][CH3:21])[C:16](=[O:22])[CH2:15]1)=[N:5]2. Procedure: Essentially prepared according to Procedure H using 4-(4-bromo-5,7-difluoro-3-methylquinolin-2-yl)-1-ethylpiperazin-2-one (31.0 mg, 0.081 mmol) and 5-morpholinopyridin-3-amine in toluene to give 4-(5,7-difluoro-3-methyl-4-((5-(4-morpholinyl)-3-pyridinyl)amino)-2-quinolinyl)-1-ethyl-2-piperazinone. 1H NMR (400 MHz, CDCl3) δ ppm 7.85 (1H, d, J=2.2 Hz), 7.75 (1H, d, J=2.0 Hz), 7.57 (1H, d, J=6.7 Hz), 7.28-7.36 (1H, m), 6.93 (1H, s), 6.83 (1H, ddd, J=13.3, 8.7, 2.5 Hz), 4.11 (2H, s), 3.81-3.92 (4H, ...